Dataset: the Open Reaction Database (ORD), a public repository of structured organic reaction records. Task: describe an organic reaction: reactants, conditions, products, and yield Reactants: ClC(c1ccccc1)(c1ccccc1)c1ccccc1, OCCOCCOCCOCCOCCOCCO, CC#N, O, c1ccncc1. The product is OCCOCCOCCOCCOCCOCCOC(c1ccccc1)(c1ccccc1)c1ccccc1. RXN SMILES: [C:20]([c:21]1[cH:22][cH:23][cH:24][cH:25][cH:26]1)([c:27]1[cH:28][cH:29][cH:30][cH:31][cH:32]1)([c:33]1[cH:34][cH:35][cH:36][cH:37][cH:38]1)[Cl:39].[CH2:1]([CH2:2][O:3][CH2:4][CH2:5][O:6][CH2:7][CH2:8][O:9][CH2:10][CH2:11][O:12][CH2:13][CH2:14][O:15][CH2:16][CH2:17][OH:18])[OH:19].[CH3:41][C:42]#[N:43].[OH2:40].[cH:44]1[cH:45][cH:46][n:47][cH:48][cH:49]1>>[CH2:1]([CH2:2][O:3][CH2:4][CH2:5][O:6][CH2:7][CH2:8][O:9][CH2:10][CH2:11][O:12][CH2:13][CH2:14][O:15][CH2:16][CH2:17][O:18][C:20]([c:21]1[cH:22][cH:23][cH:24][cH:25][cH:26]1)([c:27]1[cH:28][cH:29][cH:30][cH:31][cH:32]1)[c:33]1[cH:34][cH:35][cH:36][cH:37][cH:38]1)[OH:19]. Reactants: O=C([C@H](O)[C@@H](O)[C@H](O)[C@H](O)CO)[O-].[Na+] (Sodium gluconate), solution, S(O)(O)(=O)=O (sulfuric acid), S(=O)(=O)([O-])[O-].[Na+].[Na+] (sodium sulfate). The product is O=C([C@H](O)[C@@H](O)[C@H](O)[C@H](O)CO)O (gluconic acid). Isolated yield 96.4%. RXN SMILES: [O:1]=[C:2]([O-:13])[C@@H:3]([C@H:5]([C@@H:7]([C@@H:9]([CH2:11][OH:12])[OH:10])[OH:8])[OH:6])[OH:4].[Na+].S(=O)(=O)(O)O.S([O-])([O-])(=O)=O.[Na+].[Na+]>>[O:1]=[C:2]([OH:13])[C@@H:3]([C@H:5]([C@@H:7]([C@@H:9]([CH2:11][OH:12])[OH:10])[OH:8])[OH:6])[OH:4] |f:0.1,3.4.5|. Procedure: 90 g Sodium gluconate were reacted as a 12% solution with sulfuric acid as in Example 5, but at 60° C. In this case, 78 g of gluconic acid and the corresponding amount of sodium sulfate were produced. Starting materials: CC(=O)O, CO, [K+], [OH-], O, CCOC(=O)Cc1nn(C(c2ccccn2)c2ncno2)c(=O)c2ccccc12. Yields the product O=C(O)Cc1nn(C(c2ccccn2)c2ncno2)c(=O)c2ccccc12. RXN SMILES: [CH3:32][C:33](=[O:34])[OH:35].[CH3:36][OH:37].[K+:31].[OH-:30].[OH2:38].[n:1]1[c:2]([CH:7]([n:8]2[n:9][c:10]([CH2:19][C:20](=[O:21])[O:22][CH2:23][CH3:24])[c:11]3[cH:12][cH:13][cH:14][cH:15][c:16]3[c:17]2=[O:18])[c:25]2[n:26][cH:27][n:28][o:29]2)[cH:3][cH:4][cH:5][cH:6]1>>[n:1]1[c:2]([CH:7]([n:8]2[n:9][c:10]([CH2:19][C:20](=[O:21])[OH:22])[c:11]3[cH:12][cH:13][cH:14][cH:15][c:16]3[c:17]2=[O:18])[c:25]2[n:26][cH:27][n:28][o:29]2)[cH:3][cH:4][cH:5][cH:6]1. Solvent: C(C)(=O)OCC (ethyl acetate), C(C)(=O)OCC (ethyl acetate), C(C)(C)CC(C)(C)C (isooctane). Procedure details: 1.6 kg (5.0 mol) of 5-methoxy-2-[[(4-methoxy-3,5-dimethyl-2-pyridinyl)-methyl]thio]-1H-benzimidazole was dissolved in 7.51 of ethyl acetate. To the solution was added 31 ml (1.7 mol) water. To the mixture was added 856 ml (5.0 mol) of (+)-diethyl L-tartrate, 744 ml (2.5 mol) of titanium(IV) isopropoxide and 436 ml (2.5 mol) diisopropylethylamine at room temperature. The addition of 830 ml (4.5 mol) cumene hydroperoxide was then performed at 30° C. After stirring for one hour at 30° C. the reacti... Run at temperature 30 celsius, time 1 hour. Reaction SMILES: [CH3:1][O:2][C:3]1[CH:23]=[CH:22][C:6]2[NH:7][C:8]([S:10][CH2:11][C:12]3[C:17]([CH3:18])=[C:16]([O:19][CH3:20])[C:15]([CH3:21])=[CH:14][N:13]=3)=[N:9][C:5]=2[CH:4]=1.O.C([C@@H]([C@H](C(OCC)=O)O)O)(OCC)=[O:26].C(N(C(C)C)CC)(C)C.[O-]O.C1(C(C)C)C=CC=CC=1>C(OCC)(=O)C.CC(C)[O-].[Ti+4].CC(C)[O-].CC(C)[O-].CC(C)[O-].C(CC(C)(C)C)(C)C>[CH3:1][O:2][C:3]1[CH:23]=[CH:22][C:6]2[NH:7][C:8]([S:10]([CH2:11][C:12]3[C:17]([CH3:18])=[C:16]([O:19][CH3:20])[C:15]([CH3:21])=[CH:14][N:13]=3)=[O:26])=[N:9][C:5]=2[CH:4]=1 |f:4.5,7.8.9.10.11|. Reagents/catalysts: CC([O-])C.[Ti+4].CC([O-])C.CC([O-])C.CC([O-])C (titanium(IV) isopropoxide). The product is COC1=CC2=C(NC(=N2)S(=O)CC2=NC=C(C(=C2C)OC)C)C=C1 (5-methoxy-2-[[(4-methoxy-3,5-dimethyl-2-pyridinyl)methyl]sulphinyl]-1H-benzimidazole). Reactants: O (water), [O-]O.C1(=CC=CC=C1)C(C)C (cumene hydroperoxide), C(=O)(OCC)[C@H](O)[C@@H](O)C(=O)OCC ((+)-diethyl L-tartrate), C(C)(C)N(CC)C(C)C (diisopropylethylamine), COC1=CC2=C(NC(=N2)SCC2=NC=C(C(=C2C)OC)C)C=C1 (5-methoxy-2-[[(4-methoxy-3,5-dimethyl-2-pyridinyl)-methyl]thio]-1H-benzimidazole), sulphoxide. Reactants: FC(F)(F)c1nc(Cl)c2cc(Cl)cnc2n1, CC(C)N(C)C1CCC(N2CCC(N)C2=O)C(CS(=O)(=O)c2ccccc2)C1. Product: CC(C)N(C)C1CCC(N2CCC(Nc3nc(C(F)(F)F)nc4ncc(Cl)cc34)C2=O)C(CS(=O)(=O)c2ccccc2)C1. Reaction SMILES: [Cl:29][c:30]1[c:31]2[c:32]([n:33][c:34]([C:36]([F:37])([F:38])[F:39])[n:35]1)[n:40][cH:41][c:42]([Cl:44])[cH:43]2.[NH2:1][CH:2]1[C:3](=[O:28])[N:4]([CH:7]2[CH:8]([CH2:18][S:19](=[O:20])(=[O:21])[c:22]3[cH:23][cH:24][cH:25][cH:26][cH:27]3)[CH2:9][CH:10]([N:13]([CH3:14])[CH:15]([CH3:16])[CH3:17])[CH2:11][CH2:12]2)[CH2:5][CH2:6]1>>[NH:1]([CH:2]1[C:3](=[O:28])[N:4]([CH:7]2[CH:8]([CH2:18][S:19](=[O:20])(=[O:21])[c:22]3[cH:23][cH:24][cH:25][cH:26][cH:27]3)[CH2:9][CH:10]([N:13]([CH3:14])[CH:15]([CH3:16])[CH3:17])[CH2:11][CH2:12]2)[CH2:5][CH2:6]1)[c:30]1[c:31]2[c:32]([n:33][c:34]([C:36]([F:37])([F:38])[F:39])[n:35]1)[n:40][cH:41][c:42]([Cl:44])[cH:43]2. Starting materials: ClC1=CC=C(CN2C(=C(C3=CC(=CC=C23)O)SC(C)(C)C)CC(C(=O)OC)(C)C)C=C1 (Methyl 3-[N-(p-chlorobenzyl)-3-(t-butylthio)-5-hydroxyindol-2-yl]-2,2-dimethylpropanoate), C([O-])([O-])=O.[Cs+].[Cs+] (cesium carbonate), BrCC1=NC2=CC=C(C=C2C=C1)F (2-Bromomethyl-6-fluoroquinoline), NH4OAc. Solvent: C(C)#N (acetonitrile). Run at time 18 hour. The product is ClC1=CC=C(CN2C(=C(C3=CC(=CC=C23)OCC2=NC3=CC=C(C=C3C=C2)F)SC(C)(C)C)CC(C(=O)OC)(C)C)C=C1 (Methyl 3-[N-(p-chlorobenzyl)-3-(t-butylthio)-5-(6-fluoroquinolin-2-ylmethoxy)indol-2-yl]-2,2-dimethylpropanoate). As a reaction SMILES: [Cl:1][C:2]1[CH:31]=[CH:30][C:5]([CH2:6][N:7]2[C:15]3[C:10](=[CH:11][C:12]([OH:16])=[CH:13][CH:14]=3)[C:9]([S:17][C:18]([CH3:21])([CH3:20])[CH3:19])=[C:8]2[CH2:22][C:23]([CH3:29])([CH3:28])[C:24]([O:26][CH3:27])=[O:25])=[CH:4][CH:3]=1.C(=O)([O-])[O-].[Cs+].[Cs+].Br[CH2:39][C:40]1[CH:49]=[CH:48][C:47]2[C:42](=[CH:43][CH:44]=[C:45]([F:50])[CH:46]=2)[N:41]=1>C(#N)C>[Cl:1][C:2]1[CH:3]=[CH:4][C:5]([CH2:6][N:7]2[C:15]3[C:10](=[CH:11][C:12]([O:16][CH2:39][C:40]4[CH:49]=[CH:48][C:47]5[C:42](=[CH:43][CH:44]=[C:45]([F:50])[CH:46]=5)[N:41]=4)=[CH:13][CH:14]=3)[C:9]([S:17][C:18]([CH3:20])([CH3:19])[CH3:21])=[C:8]2[CH2:22][C:23]([CH3:29])([CH3:28])[C:24]([O:26][CH3:27])=[O:25])=[CH:30][CH:31]=1 |f:1.2.3|. Reported procedure: To a solution of Methyl 3-[N-(p-chlorobenzyl)-3-(t-butylthio)-5-hydroxyindol-2-yl]-2,2-dimethylpropanoate (See EP419,049, Example 1, Step C) (322 mg) in acetonitrile (7 mL) were added solid cesium carbonate (456 mg) and 2-bromomethyl-6-fluoroquinoline (190 mg) from Step A. The mixture was stirred at room temperature for 18 hr. The mixture was poured into 25% aqueous NH4OAc (50 mL), extracted with ethyl acetate (2×50 mL), washed with brine (50 mL), dried (MgSO4) and evaporated to dryness. The res... Starting materials: C=CCOc1nc(N2CCC(CO)CC2)nc(C(=O)OCC)c1OCc1ccccc1, CCCO, CCOCC, N#N, Cl[Rh](Cl)Cl. Reaction SMILES: [CH2:1]([CH:2]=[CH2:3])[O:4][c:5]1[c:6]([O:24][CH2:25][c:26]2[cH:27][cH:28][cH:29][cH:30][cH:31]2)[c:7]([C:19](=[O:20])[O:21][CH2:22][CH3:23])[n:8][c:9]([N:11]2[CH2:12][CH2:13][CH:14]([CH2:17][OH:18])[CH2:15][CH2:16]2)[n:10]1.[CH2:39]([OH:40])[CH2:41][CH3:42].[CH3:34][CH2:35][O:36][CH2:37][CH3:38].[N:32]#[N:33].[Rh:43]([Cl:44])([Cl:45])[Cl:46]>>[O:4]=[c:5]1[c:6]([O:24][CH2:25][c:26]2[cH:27][cH:28][cH:29][cH:30][cH:31]2)[c:7]([C:19](=[O:20])[O:21][CH2:22][CH3:23])[n:8][c:9]([N:11]2[CH2:12][CH2:13][CH:14]([CH2:17][OH:18])[CH2:15][CH2:16]2)[nH:10]1. Product: CCOC(=O)c1nc(N2CCC(CO)CC2)[nH]c(=O)c1OCc1ccccc1.